This data is from the Open Reaction Database (ORD), a public repository of structured organic reaction records. The task is: describe an organic reaction: reactants, conditions, products, and yield Starting materials: CN(C)CCO (dimethylaminoethanol), CN(C)C=O (DMF), C(C(=O)Cl)(=O)Cl (oxalyldichloride), C(=O)(O)C=1C(=C(NC1C)C=C1C(=NNC1=O)OC(C)C)C (4-[(4-carboxy-3,5-dimethylpyrrol-2-yl)methylene]-3-isopropoxy-2-pyrazolin-5-one). The solvent is ClCCl (dichloromethane), ClCCl (dichloromethane). Run at time 24 hour. Product: CN(CCOC(=O)C=1C(=C(NC1C)C=C1C(=NNC1=O)OC(C)C)C)C (4-{[4-(2-Dimethylaminoethoxycarbonyl)-3,5-dimethylpyrrol-2-yl]methylene}-3-isopropoxy-2-pyrazolin-5-one). RXN SMILES: [C:1]([C:4]1[C:5]([CH3:21])=[C:6]([CH:10]=[C:11]2[C:15](=[O:16])[NH:14][N:13]=[C:12]2[O:17][CH:18]([CH3:20])[CH3:19])[NH:7][C:8]=1[CH3:9])([OH:3])=[O:2].CN(C=O)C.C(Cl)(=O)C(Cl)=O.[CH3:33][N:34]([CH2:36][CH2:37]O)[CH3:35]>ClCCl>[CH3:33][N:34]([CH3:35])[CH2:36][CH2:37][O:2][C:1]([C:4]1[C:5]([CH3:21])=[C:6]([CH:10]=[C:11]2[C:15](=[O:16])[NH:14][N:13]=[C:12]2[O:17][CH:18]([CH3:19])[CH3:20])[NH:7][C:8]=1[CH3:9])=[O:3]. Procedure: A mixture of 4-[(4-carboxy-3,5-dimethylpyrrol-2-yl)methylene]-3-isopropoxy-2-pyrazolin-5-one (200 mg, 0.68 mmol) in dichloromethane (20 ml) and a drop of DMF, was treated with oxalyldichloride (0.2 ml). The stirring was continued for 24 h and a solution of dimethylaminoethanol (0.6 g, 6.7 mmol) in dichloromethane (5 ml) was added. The stirring was continued for 24 h. The solvent was evaporated to dryness, the solid residue was treated with NaHCO3 (5%) and extracted with dichloromethane. The soli...